Dataset: the Open Reaction Database (ORD), a public repository of structured organic reaction records. Task: describe an organic reaction: reactants, conditions, products, and yield Reactants: [BH4-], CO, CC(=O)C(Cc1ccc(Cl)cc1)c1ccccc1, [Na+]. Product: CC(O)C(Cc1ccc(Cl)cc1)c1ccccc1. Reaction SMILES: [BH4-:19].[CH3:21][OH:22].[Cl:1][c:2]1[cH:3][cH:4][c:5]([CH2:8][CH:9]([C:10]([CH3:11])=[O:12])[c:13]2[cH:14][cH:15][cH:16][cH:17][cH:18]2)[cH:6][cH:7]1.[Na+:20]>>[Cl:1][c:2]1[cH:3][cH:4][c:5]([CH2:8][CH:9]([CH:10]([CH3:11])[OH:12])[c:13]2[cH:14][cH:15][cH:16][cH:17][cH:18]2)[cH:6][cH:7]1. Starting materials: C(C)OC(OCC)=O (diethylcarbonate), [H-].[Na+] (sodium hydride), [Si](C1=CC=CC=C1)(C1=CC=CC=C1)(C(C)(C)C)OC1=C2CCCC(C2=CC=C1)=O (5-t-butyidiphenylsilyloxy-1-oxo-1,2,3,4-tetrahydronaphthalene). Run in C1(=CC=CC=C1)C (toluene). Run at time 4 hour. The product is [Si](C1=CC=CC=C1)(C1=CC=CC=C1)(C(C)(C)C)OC1=C2CCC(C(C2=CC=C1)=O)C(=O)OCC (5-t-butyldiphenylsilyloxy-2-ethoxycarbonyl-1-oxo-1,2,3,4-tetrahydronaphthalene). Reaction SMILES: C(O[C:4](=[O:8])[O:5][CH2:6][CH3:7])C.[H-].[Na+].[Si:11]([O:28][C:29]1[CH:38]=[CH:37][CH:36]=[C:35]2[C:30]=1[CH2:31][CH2:32][CH2:33][C:34]2=[O:39])([C:24]([CH3:27])([CH3:26])[CH3:25])([C:18]1[CH:23]=[CH:22][CH:21]=[CH:20][CH:19]=1)[C:12]1[CH:17]=[CH:16][CH:15]=[CH:14][CH:13]=1>C1(C)C=CC=CC=1>[Si:11]([O:28][C:29]1[CH:38]=[CH:37][CH:36]=[C:35]2[C:30]=1[CH2:31][CH2:32][CH:33]([C:4]([O:5][CH2:6][CH3:7])=[O:8])[C:34]2=[O:39])([C:24]([CH3:26])([CH3:27])[CH3:25])([C:18]1[CH:19]=[CH:20][CH:21]=[CH:22][CH:23]=1)[C:12]1[CH:17]=[CH:16][CH:15]=[CH:14][CH:13]=1 |f:1.2|. Procedure: To a solution of diethylcarbonate (10.3 ml) and sodium hydride (4.2 g, 60%, in oil) in toluene (300 ml) was added 5-t-butyidiphenylsilyloxy-1-oxo-1,2,3,4-tetrahydronaphthalene (17 g) at 100° C. The mixture was stirred for 4 hours at the same temperature and then the cooled solution was washed with sat. NaHCO3 and brine. The dried solvent was evaporated in vacuo and the residue was purified by chromatography on silica gel to give 5-t-butyldiphenylsilyloxy-2-ethoxycarbonyl-1-oxo-1,2,3,4-tetrahydro... Reactants: CN(C)Cc1ccc(CSCCCN2C(=O)c3ccccc3C2=O)o1, CSC(=NC#N)SC, CCCN, NN. The product is CSC(=NCCCSCc1ccc(CN(C)C)o1)NC#N. Reaction SMILES: [C:1]1(=[O:2])[N:5]([CH2:6][CH2:7][CH2:8][S:9][CH2:10][c:11]2[o:12][c:13]([CH2:16][N:17]([CH3:18])[CH3:19])[cH:14][cH:15]2)[C:3](=[O:4])[c:20]2[cH:21][cH:22][cH:23][cH:24][c:25]21.[C:32](#[N:33])[N:34]=[C:35]([S:36][CH3:37])[S:38][CH3:39].[CH3:28][CH2:29][CH2:30][NH2:31].[NH2:26][NH2:27]>>[N:5]([CH2:6][CH2:7][CH2:8][S:9][CH2:10][c:11]1[o:12][c:13]([CH2:16][N:17]([CH3:18])[CH3:19])[cH:14][cH:15]1)=[C:35]([NH:34][C:32]#[N:33])[S:38][CH3:39]. Starting materials: BrC=1C=C(C(N(C1)C)=O)NC1=NN2C(CN(CC2)C)=C1 (5-Bromo-1-methyl-3-(5-methyl-4,5,6,7-tetrahydropyrazolo[1,5-a]pyrazin-2-ylamino)pyridin-2(1H)-one), C(C)(=O)OCC1=C(C=C(C=C1N1C(C2=CC=3CC(CC3N2CC1)(C)C)=O)F)B1OC(C(O1)(C)C)(C)C (2-(4,4,5,5-Tetramethyl-[1,3,2]dioxaborolan-2-yl)-4-fluoro-6-(9-oxo-4,4-dimethyl-1,10diazatricyclo[6.4.0.02,6]-dodeca-2(6),7-dien-10-yl)benzyl Acetate), COCCOC (1,2-dimethoxyethane), C([O-])([O-])=O.[Na+].[Na+] (sodium carbonate). Reagents/catalysts: C=1C=CC(=CC1)[P](C=2C=CC=CC2)(C=3C=CC=CC3)[Pd]([P](C=4C=CC=CC4)(C=5C=CC=CC5)C=6C=CC=CC6)([P](C=7C=CC=CC7)(C=8C=CC=CC8)C=9C=CC=CC9)[P](C=1C=CC=CC1)(C=1C=CC=CC1)C=1C=CC=CC1 (Pd(PPh3)4). The solvent is O (water), C(C)(=O)OCC (ethyl acetate). Run at temperature 135 celsius. Yields the product FC=1C=C(C(=C(C1)N1C(C2=CC=3CC(CC3N2CC1)(C)C)=O)COC(C)=O)C1=CN(C(C(=C1)NC1=NN2C(CN(CC2)C)=C1)=O)C (10-[5-Fluoro-2-(acetoxymethyl)-3-[1-methyl-5-({5-methyl-4H,5H,6H,7H-pyrazolo[1,5-a]pyrazin-2-yl}amino)-6-oxo-1,6-dihydropyridin-3-yl]phenyl]-4,4-dimethyl-1,10-diazatricyclo[6.4.0.02,6]dodeca-2(6),7-dien-9-one). The yield is 37.2%. RXN SMILES: Br[C:2]1[CH:3]=[C:4]([NH:10][C:11]2[CH:20]=[C:14]3[CH2:15][N:16]([CH3:19])[CH2:17][CH2:18][N:13]3[N:12]=2)[C:5](=[O:9])[N:6]([CH3:8])[CH:7]=1.[C:21]([O:24][CH2:25][C:26]1[C:31]([N:32]2[CH2:43][CH2:42][N:41]3[C:34](=[CH:35][C:36]4[CH2:37][C:38]([CH3:45])([CH3:44])[CH2:39][C:40]=43)[C:33]2=[O:46])=[CH:30][C:29]([F:47])=[CH:28][C:27]=1B1OC(C)(C)C(C)(C)O1)(=[O:23])[CH3:22].COCCOC.C(=O)([O-])[O-].[Na+].[Na+]>C1C=CC([P]([Pd]([P](C2C=CC=CC=2)(C2C=CC=CC=2)C2C=CC=CC=2)([P](C2C=CC=CC=2)(C2C=CC=CC=2)C2C=CC=CC=2)[P](C2C=CC=CC=2)(C2C=CC=CC=2)C2C=CC=CC=2)(C2C=CC=CC=2)C2C=CC=CC=2)=CC=1.O.C(OCC)(=O)C>[F:47][C:29]1[CH:28]=[C:27]([C:2]2[CH:3]=[C:4]([NH:10][C:11]3[CH:20]=[C:14]4[CH2:15][N:16]([CH3:19])[CH2:17][CH2:18][N:13]4[N:12]=3)[C:5](=[O:9])[N:6]([CH3:8])[CH:7]=2)[C:26]([CH2:25][O:24][C:21](=[O:23])[CH3:22])=[C:31]([N:32]2[CH2:43][CH2:42][N:41]3[C:34](=[CH:35][C:36]4[CH2:37][C:38]([CH3:44])([CH3:45])[CH2:39][C:40]=43)[C:33]2=[O:46])[CH:30]=1 |f:3.4.5,^1:72,74,93,112|. Procedure: A microwave tube equipped with a magnetic stirrer was charged with 5-bromo-1-methyl-3-(5-methyl-4,5,6,7-tetrahydropyrazolo[1,5-a]pyrazin-2-ylamino)pyridin-2(1H)-one 146a (210 mg, 0.6 mmol), 230a (460 mg, 0.9 mmol), 1,2-dimethoxyethane (8 mL) and 1M aqueous sodium carbonate (2 mL). After bubbling N2 for 15 min, Pd(PPh3)4 (36 mg, 0.03 mmol) was added. The mixture was heated in microwave to 135° C. for 15 min. After this time, ethyl acetate (5 mL) and water (5 mL) were added. The separated aqueous ... The reactants are CC1(C)OC(=O)Nc2ccc(-c3ccc(C#N)n3C(C(=O)[O-])C(C)(C)C)cc21, CCO, Cl, [Na+], [OH-]. Yields the product CC1(C)OC(=O)Nc2ccc(-c3ccc(C#N)n3CC(=O)O)cc21. As a reaction SMILES: [C:1]([CH3:2])([CH3:3])([CH3:4])[CH:5]([C:6](=[O:7])[O-:8])[n:9]1[c:10]([C:27]#[N:28])[cH:11][cH:12][c:13]1-[c:14]1[cH:15][cH:16][c:17]2[c:18]([cH:26]1)[C:19]([CH3:24])([CH3:25])[O:20][C:21](=[O:23])[NH:22]2.[CH3:32][CH2:33][OH:34].[ClH:31].[Na+:30].[OH-:29]>>[CH2:5]([C:6](=[O:7])[OH:8])[n:9]1[c:10]([C:27]#[N:28])[cH:11][cH:12][c:13]1-[c:14]1[cH:15][cH:16][c:17]2[c:18]([cH:26]1)[C:19]([CH3:24])([CH3:25])[O:20][C:21](=[O:23])[NH:22]2. The reactants are BrC=1N(C2=CC(=CC=C2C1C1CCCCC1)C(=O)OC)CC(=O)OC(C)(C)C (Methyl 2-bromo-1-(2-tert-butoxy-2-oxoethyl)-3-cyclohexyl-1H-indole-6-carboxylate), COC1=CC=C(C=C1)B(O)O (4-methoxyphenylboronic acid), C(=O)([O-])[O-].[Na+].[Na+] (Na2CO3). The reagents and catalysts are C=1C=CC(=CC1)[P](C=2C=CC=CC2)(C=3C=CC=CC3)[Pd]([P](C=4C=CC=CC4)(C=5C=CC=CC5)C=6C=CC=CC6)([P](C=7C=CC=CC7)(C=8C=CC=CC8)C=9C=CC=CC9)[P](C=1C=CC=CC1)(C=1C=CC=CC1)C=1C=CC=CC1 (Pd(PPh3)4). Run in COCCOC (DME), CCO (EtOH), CCOC(=O)C (EtOAc), [Cl-].[Na+].O (brine). Reaction conditions: temperature 80 celsius. Product: C(C)(C)(C)OC(CN1C(=C(C2=CC=C(C=C12)C(=O)OC)C1CCCCC1)C1=CC=C(C=C1)OC)=O (Methyl 1-(2-tert-butoxy-2-oxoethyl)-3-cyclohexyl-2-(4-methoxyphenyl)-1H-indole-6-carboxylate). Yield: 81.0%. As a reaction SMILES: Br[C:2]1[N:3]([CH2:21][C:22]([O:24][C:25]([CH3:28])([CH3:27])[CH3:26])=[O:23])[C:4]2[C:9]([C:10]=1[CH:11]1[CH2:16][CH2:15][CH2:14][CH2:13][CH2:12]1)=[CH:8][CH:7]=[C:6]([C:17]([O:19][CH3:20])=[O:18])[CH:5]=2.[CH3:29][O:30][C:31]1[CH:36]=[CH:35][C:34](B(O)O)=[CH:33][CH:32]=1.C([O-])([O-])=O.[Na+].[Na+]>COCCOC.CCO.CCOC(C)=O.[Cl-].[Na+].O.C1C=CC([P]([Pd]([P](C2C=CC=CC=2)(C2C=CC=CC=2)C2C=CC=CC=2)([P](C2C=CC=CC=2)(C2C=CC=CC=2)C2C=CC=CC=2)[P](C2C=CC=CC=2)(C2C=CC=CC=2)C2C=CC=CC=2)(C2C=CC=CC=2)C2C=CC=CC=2)=CC=1>[C:25]([O:24][C:22](=[O:23])[CH2:21][N:3]1[C:4]2[C:9](=[CH:8][CH:7]=[C:6]([C:17]([O:19][CH3:20])=[O:18])[CH:5]=2)[C:10]([CH:11]2[CH2:16][CH2:15][CH2:14][CH2:13][CH2:12]2)=[C:2]1[C:34]1[CH:35]=[CH:36][C:31]([O:30][CH3:29])=[CH:32][CH:33]=1)([CH3:28])([CH3:27])[CH3:26] |f:2.3.4,8.9.10,^1:67,69,88,107|. Procedure details: A solution (0.1 M) of methyl 2-bromo-1-(2-tert-butoxy-2-oxoethyl)-3-cyclohexyl-1H-indole-6-carboxylate (from Step 1) in DME and EtOH (5:2) was treated with 4-methoxyphenylboronic acid (1.5 eq.). Aqueous Na2CO3 (2 N, 8.5 eq.) was added and the solution was degassed, and then heated with Pd(PPh3)4 (0.1 eq.). The mixture was heated at 80° C. for 2 h, then cooled and diluted with EtOAc and brine. The organic phase was separated, dried and concentrated under reduced pressure. The residue was purified...